Dataset: the Open Reaction Database (ORD), a public repository of structured organic reaction records. Task: describe an organic reaction: reactants, conditions, products, and yield Reactants: BrC=1C=C(C(N(C1)C)=O)NC1=NNC(=C1)C (5-Bromo-1-methyl-3-(5-methyl-1H-pyrazol-3-ylamino)pyridin-2(1H)-one), [H-].[Na+] (NaH), oil, BrCCO[Si](C)(C)C(C)(C)C ((2-bromoethoxy)(tert-butyl)dimethylsilane), O (water). The solvent is CN(C)C=O (DMF). The product is BrC=1C=C(C(N(C1)C)=O)NC1=NN(C(=C1)C)CCO[Si](C)(C)C(C)(C)C (5-Bromo-3-(1-(2-(tert-butyldimethylsilyloxy)ethyl)-5-methyl-1H-pyrazol-3-ylamino)-1-methylpyridin-2(1H)-one). Yield: 59.6%. As a reaction SMILES: [Br:1][C:2]1[CH:3]=[C:4]([NH:10][C:11]2[CH:15]=[C:14]([CH3:16])[NH:13][N:12]=2)[C:5](=[O:9])[N:6]([CH3:8])[CH:7]=1.[H-].[Na+].Br[CH2:20][CH2:21][O:22][Si:23]([C:26]([CH3:29])([CH3:28])[CH3:27])([CH3:25])[CH3:24].O>CN(C=O)C>[Br:1][C:2]1[CH:3]=[C:4]([NH:10][C:11]2[CH:15]=[C:14]([CH3:16])[N:13]([CH2:20][CH2:21][O:22][Si:23]([C:26]([CH3:29])([CH3:28])[CH3:27])([CH3:25])[CH3:24])[N:12]=2)[C:5](=[O:9])[N:6]([CH3:8])[CH:7]=1 |f:1.2|. Procedure: A solution of 5-bromo-1-methyl-3-(5-methyl-1H-pyrazol-3-ylamino)pyridin-2(1H)-one 112a (1.08 g, 3.8 mmol) in anhydrous DMF (10 mL) was treated with 60% dispersion of NaH in mineral oil (0.17 g, 4.3 mmol) while stirring under nitrogen. After effervescence the reaction was stirred for an additional 30 min. At this time the reaction was treated with (2-bromoethoxy)(tert-butyl)dimethylsilane (15-1) (0.908 g, 3.8 mmol) and continued to stir under nitrogen for 10 hours. After reaction water (50 mL) wa...